This data is from the Open Reaction Database (ORD), a public repository of structured organic reaction records. The task is: describe an organic reaction: reactants, conditions, products, and yield Starting materials: ClC=1C=C2C(N(C(C2=CC1Cl)=O)C1=CC=C(C=C1)O)=O (5,6-dichloro-2-(4-hydroxy-phenyl)-isoindole-1,3-dione), CN(C(=O)Cl)C1=CC=CC=C1 (N-methyl-N-phenylcarbamoyl chloride), crude product. Product: ClC=1C=C2C(N(C(C2=CC1Cl)=O)C1=CC=C(C=C1)OC(N(C1=CC=CC=C1)C)=O)=O (Methyl-phenyl-carbamic acid 4-(5,6-dichloro-1,3-dioxo-1,3-dihydro-isoindol-2-yl)-phenyl ester). RXN SMILES: [Cl:1][C:2]1[CH:3]=[C:4]2[C:8](=[CH:9][C:10]=1[Cl:11])[C:7](=[O:12])[N:6]([C:13]1[CH:18]=[CH:17][C:16]([OH:19])=[CH:15][CH:14]=1)[C:5]2=[O:20].[CH3:21][N:22]([C:26]1[CH:31]=[CH:30][CH:29]=[CH:28][CH:27]=1)[C:23](Cl)=[O:24]>>[Cl:1][C:2]1[CH:3]=[C:4]2[C:8](=[CH:9][C:10]=1[Cl:11])[C:7](=[O:12])[N:6]([C:13]1[CH:14]=[CH:15][C:16]([O:19][C:23](=[O:24])[N:22]([CH3:21])[C:26]3[CH:31]=[CH:30][CH:29]=[CH:28][CH:27]=3)=[CH:17][CH:18]=1)[C:5]2=[O:20]. Reported procedure: The title product was prepared from 5,6-dichloro-2-(4-hydroxy-phenyl)-isoindole-1,3-dione and N-methyl-N-phenylcarbamoyl chloride. The crude product was subjected to preparative HPLC (2%,). HPLC-MS: m/z=441.1 (M+1); Rt: 5.00 min. Starting materials: C(C)(C)(C)O[C@H](C(=O)OC)C1=C2N3CCC(OCCCC[C@@H](OC=4C=CC(=CC4C4=CC=CC(C5=C(N2C(C(=C1C)Br)=N5)Br)=C4)F)C)(CC3)C (Methyl(2S)-2-(tert-butoxy)-2-[(22S)-5,8-dibromo-17-fluoro-4,22,28-trimethyl-21,27-dioxa-1,7,34-triazahexacyclo[26.2.2.16,9.110,14.02,7.015,20]tetratriaconta-2,4,6(34),8,10(33),11,13,15(20),16,18-decaen-3-yl]acetate), C(#N)[Zn]C#N (dicyanozinc). Reagents/catalysts: C1=CC=C(C=C1)P([C-]2C=CC=C2)C3=CC=CC=C3.C1=CC=C(C=C1)P([C-]2C=CC=C2)C3=CC=CC=C3.Cl[Pd]Cl.[Fe+2] (Pd(dppf)Cl2), [Zn] (zinc). Run in CC(=O)N(C)C (DMAC). Reaction conditions: temperature 150 celsius, time 2 hour. Product: C(C)(C)(C)O[C@H](C(=O)OC)C1=C2N3CCC(OCCCC[C@@H](OC=4C=CC(=CC4C4=CC=CC(C5=CN2C(C(=C1C)C#N)=N5)=C4)F)C)(CC3)C (Methyl(2S)-2-(tert-butoxy)-2-[(22S)-5-cyano-17-fluoro-4,22,28-trimethyl-21,27-dioxa-1,7,34-triazahexacyclo[26.2.2.16,9.110,14.02,7.015,20]tetratriaconta-2,4,6(34),8,10(33),11,13,15(20),16,18-decaen-3-yl]acetate). RXN SMILES: [C:1]([O:5][C@@H:6]([C:11]1[C:40]([CH3:41])=[C:39](Br)[C:38]2=[N:43][C:35]3=[C:36](Br)[N:37]2[C:12]=1[N:13]1[CH2:49][CH2:48][C:16]([CH3:50])([O:17][CH2:18][CH2:19][CH2:20][CH2:21][C@H:22]([CH3:47])[O:23][C:24]2[CH:25]=[CH:26][C:27]([F:46])=[CH:28][C:29]=2[C:30]2[CH:45]=[C:34]3[CH:33]=[CH:32][CH:31]=2)[CH2:15][CH2:14]1)[C:7]([O:9][CH3:10])=[O:8])([CH3:4])([CH3:3])[CH3:2].[C:51]([Zn]C#N)#[N:52]>[Zn].C1C=CC(P(C2C=CC=CC=2)[C-]2C=CC=C2)=CC=1.C1C=CC(P(C2C=CC=CC=2)[C-]2C=CC=C2)=CC=1.Cl[Pd]Cl.[Fe+2].CC(N(C)C)=O>[C:1]([O:5][C@@H:6]([C:11]1[C:40]([CH3:41])=[C:39]([C:51]#[N:52])[C:38]2=[N:43][C:35]3=[CH:36][N:37]2[C:12]=1[N:13]1[CH2:49][CH2:48][C:16]([CH3:50])([O:17][CH2:18][CH2:19][CH2:20][CH2:21][C@H:22]([CH3:47])[O:23][C:24]2[CH:25]=[CH:26][C:27]([F:46])=[CH:28][C:29]=2[C:30]2[CH:45]=[C:34]3[CH:33]=[CH:32][CH:31]=2)[CH2:15][CH2:14]1)[C:7]([O:9][CH3:10])=[O:8])([CH3:4])([CH3:3])[CH3:2] |f:3.4.5.6|. Procedure details: Methyl(2S)-2-(tert-butoxy)-2-[(22S)-5,8-dibromo-17-fluoro-4,22,28-trimethyl-21,27-dioxa-1,7,34-triazahexacyclo[26.2.2.16,9.110,14.02,7.015,20]tetratriaconta-2,4,6(34),8,10(33),11,13,15(20),16,18-decaen-3-yl]acetate (50 mg, 0.061 mmol, 1.0 equiv) was placed in a microwave tube, followed by zinc (0.401 mg, 6.13 μmol, 0.1 equiv), dicyanozinc (14.40 mg, 0.123 mmol, 2.0 equiv), and Pd(dppf)Cl2 (50.1 mg, 0.061 mmol, 1.0 equiv). To this mixture was added DMAC (681 μl) and degassed, sealed, placed in mi...